From a dataset of the Open Reaction Database (ORD), a public repository of structured organic reaction records. describe an organic reaction: reactants, conditions, products, and yield The reactants are BrC1=CC(=CC(=C1)OC(C(F)F)(F)F)F (1-bromo-3-fluoro-5-(1,1,2,2-tetrafluoroethoxy)benzene), CCOCC (ether), FC1=CC=C(C#N)C=C1 (4-fluorobenzonitrile), CCOCC (Et2O), [Li]CCCC (n-BuLi). Conditions: temperature -78 celsius, time 45 minute. Product: FC=1C=C(C=C(C1)OC(C(F)F)(F)F)C(=O)C1=CC=C(C=C1)F ((3-fluoro-5-(1,1,2,2-tetrafluoroethoxy)phenyl)(4-fluorophenyl)methanone), oil. Yield: 86.9%. As a reaction SMILES: Br[C:2]1[CH:7]=[C:6]([O:8][C:9]([F:14])([F:13])[CH:10]([F:12])[F:11])[CH:5]=[C:4]([F:15])[CH:3]=1.[Li]CCCC.[F:21][C:22]1[CH:29]=[CH:28][C:25]([C:26]#N)=[CH:24][CH:23]=1.CC[O:32]CC>>[F:15][C:4]1[CH:3]=[C:2]([C:26]([C:25]2[CH:28]=[CH:29][C:22]([F:21])=[CH:23][CH:24]=2)=[O:32])[CH:7]=[C:6]([O:8][C:9]([F:14])([F:13])[CH:10]([F:12])[F:11])[CH:5]=1. Reported procedure: To an oven-dried round-bottomed flask cooled at −78° C., was added 1-bromo-3-fluoro-5-(1,1,2,2-tetrafluoroethoxy)benzene (7.20 g, 24.82 mmol) in anhydrous ether (300 mL) under Argon, and the mixture was stirred at −78° C. for 10 min. n-BuLi (2.5 M in hexanes, 11.5 mL, 28.75 mmol, 1.16 eq) was added dropwise at −78° C. The reaction mixture was stirred at −78° C. for 45 min. An Et2O solution (20 mL) of 4-fluorobenzonitrile (3.06 g, 25.29 mmol, 1.02 eq) was added dropwise. The resulting reddish sol... Starting materials: Cl (HCl), [OH-].[K+] (KOH), CO (MeOH), COC(=O)C=1SC(=C(C1)C=1C=NN2C1N=CC(=C2)OC(F)F)C (Methyl-4-[6-(difluoromethoxy)pyrazolo[1,5-a]pyrimidin-3-yl]-5-methylthiophene-2-carboxylate). Run in C1CCOC1 (THF). Conditions: temperature 40 celsius. The product is FC(OC=1C=NC=2N(C1)N=CC2C=2C=C(SC2C)C(=O)O)F (4-[6-(Difluoromethoxy)pyrazolo[1,5-a]pyrimidin-3-yl]-5-methylthiophene-2-carboxylic acid). Yield: 64.8%. Reaction SMILES: C[O:2][C:3]([C:5]1[S:6][C:7]([CH3:23])=[C:8]([C:10]2[CH:11]=[N:12][N:13]3[CH:18]=[C:17]([O:19][CH:20]([F:22])[F:21])[CH:16]=[N:15][C:14]=23)[CH:9]=1)=[O:4].[OH-].[K+].CO.Cl>C1COCC1>[F:22][CH:20]([F:21])[O:19][C:17]1[CH:16]=[N:15][C:14]2[N:13]([N:12]=[CH:11][C:10]=2[C:8]2[CH:9]=[C:5]([C:3]([OH:4])=[O:2])[S:6][C:7]=2[CH3:23])[CH:18]=1 |f:1.2|. Procedure details: Methyl-4-[6-(difluoromethoxy)pyrazolo[1,5-a]pyrimidin-3-yl]-5-methylthiophene-2-carboxylate (0.916 g, 2.70 mmol) was dissolved in THF (4 mL). 1 M KOH in MeOH (12.0 mL, 12.0 mmol) was added and the reaction heated to 40° C. for 16 h. After the hydrolysis was complete, treated with 1N HCl and the resulting solids were filtered, washed with water and dried to afford the title compound (0.568 g, 1.75 mmol). LRMS (APCI) calc'd for (C13H9F2N3O3S) [M+H]+, 326.0; found 326.0. RXN SMILES: [CH3:1][Si:2]([CH3:3])([CH3:4])[CH2:5][CH2:6][O:7][CH2:8][N:9]([CH2:10][O:11][CH2:12][CH2:13][Si:14]([CH3:15])([CH3:16])[CH3:17])[c:18]1[n:19]2[n:20][cH:21][cH:22][c:23]2[n:24][c:25]([CH:26]2[CH2:27][CH2:28][CH:29]([CH2:30][C:31]([O:32][CH2:33][CH3:34])=[O:35])[CH2:36][CH2:37]2)[cH:38]1.[CH3:39][Si:40]([CH2:41][CH2:42][O:43][CH2:44][N:45]([c:46]1[cH:47][c:48]([CH:55]2[CH2:56][C:57](=[CH:60][C:61]#[N:62])[CH2:58][CH2:59]2)[n:49][c:50]2[n:51]1[n:52][cH:53][cH:54]2)[CH2:63][O:64][CH2:65][CH2:66][Si:67]([CH3:68])([CH3:69])[CH3:70])([CH3:71])[CH3:72].[CH3:73][Si:74]([CH3:75])([CH3:76])[CH2:77][CH2:78][O:79][CH2:80][N:81]([CH2:82][O:83][CH2:84][CH2:85][Si:86]([CH3:87])([CH3:88])[CH3:89])[c:90]1[n:91]2[n:92][cH:93][cH:94][c:95]2[n:96][c:97]([CH:98]2[CH2:99][CH2:100][C:101](=[CH:102][C:103]([O:104][CH2:105][CH3:106])=[O:107])[CH2:108][CH2:109]2)[cH:110]1>>[CH3:39][Si:40]([CH2:41][CH2:42][O:43][CH2:44][N:45]([c:46]1[cH:47][c:48]([CH:55]2[CH2:56][CH:57]([CH2:60][C:61]#[N:62])[CH2:58][CH2:59]2)[n:49][c:50]2[n:51]1[n:52][cH:53][cH:54]2)[CH2:63][O:64][CH2:65][CH2:66][Si:67]([CH3:68])([CH3:69])[CH3:70])([CH3:71])[CH3:72]. The product is C[Si](C)(C)CCOCN(COCC[Si](C)(C)C)c1cc(C2CCC(CC#N)C2)nc2ccnn12. The reactants are CCOC(=O)CC1CCC(c2cc(N(COCC[Si](C)(C)C)COCC[Si](C)(C)C)n3nccc3n2)CC1, C[Si](C)(C)CCOCN(COCC[Si](C)(C)C)c1cc(C2CCC(=CC#N)C2)nc2ccnn12, CCOC(=O)C=C1CCC(c2cc(N(COCC[Si](C)(C)C)COCC[Si](C)(C)C)n3nccc3n2)CC1. Starting materials: Cl (HCl), S(=O)(Cl)Cl (thionyl chloride), O[C@@H]([C@@H](CNC)C1=CC2=CC=CC=C2C=C1)C1=CC=CC=C1 ((2R,3S)-3-hydroxy-N-methyl-2-(naphthalen-2-yl)-3-phenylpropan-1-amine), CCO (EtOH). Reaction SMILES: O[C@H:2]([C:17]1[CH:22]=[CH:21][CH:20]=[CH:19][CH:18]=1)[C@H:3]([C:7]1[CH:16]=[CH:15][C:14]2[C:9](=[CH:10][CH:11]=[CH:12][CH:13]=2)[CH:8]=1)[CH2:4][NH:5][CH3:6].Cl.S(Cl)([Cl:26])=O.CCO>ClCCl.O>[Cl:26][C@@H:2]([C:17]1[CH:22]=[CH:21][CH:20]=[CH:19][CH:18]=1)[C@H:3]([C:7]1[CH:16]=[CH:15][C:14]2[C:9](=[CH:10][CH:11]=[CH:12][CH:13]=2)[CH:8]=1)[CH2:4][NH:5][CH3:6]. The solvent is ClCCl (dichloromethane), O (H2O). Product: Cl[C@H]([C@@H](CNC)C1=CC2=CC=CC=C2C=C1)C1=CC=CC=C1 ((2R,3R)-3-chloro-N-methyl-2-(naphthalen-2-yl)-3-phenylpropan-1-amine). Procedure details: A mixture of (2R,3S)-3-hydroxy-N-methyl-2-(naphthalen-2-yl)-3-phenylpropan-1-amine.HCl (70 mg, 0.24 mmol) and 1 mL of thionyl chloride in 3 mL of dry dichloromethane (DCM) was stirred at room temperature for 30 minutes under nitrogen. The mass spectrum (MS) of the crude indicated clean and complete conversion. The volatiles were evaporated at reduced pressure. The product MCJ001-C1-RR was washed with dry diethyl ether, and dried under high vacuum. A white solid was obtained (74 mg, 90%) which wa...